From a dataset of the Open Reaction Database (ORD), a public repository of structured organic reaction records. describe an organic reaction: reactants, conditions, products, and yield The reactants are COC(=O)C(Br)Cc1ccc(C)cc1, CC([O-])=S, [K+], CN(C)C=O, O. The product is COC(=O)C(Cc1ccc(C)cc1)SC(C)=O. As a reaction SMILES: [Br:1][CH:2]([C:3](=[O:4])[O:5][CH3:6])[CH2:7][c:8]1[cH:9][cH:10][c:11]([CH3:14])[cH:12][cH:13]1.[C:15]([CH3:16])(=[S:17])[O-:18].[K+:19].[O:20]=[CH:21][N:22]([CH3:23])[CH3:24].[OH2:25]>>[CH:2]([C:3](=[O:4])[O:5][CH3:6])([CH2:7][c:8]1[cH:9][cH:10][c:11]([CH3:14])[cH:12][cH:13]1)[S:17][C:15]([CH3:16])=[O:18].